Dataset: the Open Reaction Database (ORD), a public repository of structured organic reaction records. Task: describe an organic reaction: reactants, conditions, products, and yield Reactants: N[C@@H](CC1=CC=C(C=C1)O)C(=O)NCC(=O)NCC(=O)N[C@@H](CC1=CC=CC=C1)C(=O)N[C@@H](CC(C)C)C(=O)O (H-Tyr-Gly-Gly-Phe-Leu-OH). Yields the product N[C@@H](CC(C)C)C(=O)O (Leucine). Solvent: P(=O)([O-])([O-])[O-] (phosphate). Reaction SMILES: N[C@H](C(NCC(NCC(N[C@H](C([NH:32][C@H:33]([C:38]([OH:40])=[O:39])[CH2:34][CH:35]([CH3:37])[CH3:36])=O)CC1C=CC=CC=1)=O)=O)=O)CC1C=CC(O)=CC=1>P([O-])([O-])([O-])=O>[NH2:32][C@H:33]([C:38]([OH:40])=[O:39])[CH2:34][CH:35]([CH3:37])[CH3:36]. Run at time 0.98 minute. Reported procedure: The degradation H-Tyr-Gly-Gly-Phe-Leu-OH (SEQ ID NO: 12) (˜1.8×10−4 M) in 50 mM phosphate buffer solutions of pH 7.4 containing carboxypeptidase A (1 U/ml) was studied as described above. The pseudo first-order rate constant for the degradation was estimated to 9.8×10−1 min−1 and the corresponding half-life calculated to 0.7 min as previously described. Starting materials: FC=1C=C(C=O)C=C(C1F)F (3,4,5-trifluorobenzaldehyde), COC(CNCC1=CC=C(C=C1)F)OC ((2,2-Dimethoxy-ethyl)-(4-fluoro-benzyl)-amine). Yields the product COC(CNCC1=CC(=C(C(=C1)F)F)F)OC ((2,2-Dimethoxy-ethyl)-(3,4,5-trifluoro-benzyl)-amine). RXN SMILES: [F:1][C:2]1[CH:3]=[C:4]([CH:7]=[C:8]([F:11])[C:9]=1[F:10])[CH:5]=O.[CH3:12][O:13][CH:14]([O:25][CH3:26])[CH2:15][NH:16]CC1C=CC(F)=CC=1>>[CH3:12][O:13][CH:14]([O:25][CH3:26])[CH2:15][NH:16][CH2:5][C:4]1[CH:3]=[C:2]([F:1])[C:9]([F:10])=[C:8]([F:11])[CH:7]=1. Procedure details: Starting from 3,4,5-trifluorobenzaldehyde, the title compound was prepared following the method described for 2,2-dimethoxy-ethyl)-(4-fluoro-benzyl)-amine (3). Rt=0.79 min (Method #4). Detected mass: 250.1 (M+H+). Starting materials: C1CCOC1, COC(=O)CCCC=CCN1C(=O)CCCC1C=O, [H-], [Na+], COP(=O)(CC(=O)Cc1ccccc1)OC. Product: COC(=O)CCCC=CCN1C(=O)CCCC1C=CC(=O)Cc1ccccc1. RXN SMILES: [CH2:38]1[O:39][CH2:40][CH2:41][CH2:42]1.[CH3:19][O:20][C:21]([CH2:22][CH2:23][CH2:24][CH:25]=[CH:26][CH2:27][N:28]1[CH:29]([CH:35]=[O:36])[CH2:30][CH2:31][CH2:32][C:33]1=[O:34])=[O:37].[H-:1].[Na+:2].[O:3]=[C:4]([CH2:5][P:6](=[O:7])([O:8][CH3:9])[O:10][CH3:11])[CH2:12][c:13]1[cH:14][cH:15][cH:16][cH:17][cH:18]1>>[O:3]=[C:4]([CH:5]=[CH:35][CH:29]1[N:28]([CH2:27][CH:26]=[CH:25][CH2:24][CH2:23][CH2:22][C:21]([O:20][CH3:19])=[O:37])[C:33](=[O:34])[CH2:32][CH2:31][CH2:30]1)[CH2:12][c:13]1[cH:14][cH:15][cH:16][cH:17][cH:18]1. The reactants are CC(C)(C)OC(=O)CC(CCCC1CCCCC1)C(=O)O, CCOC(=O)C(N)CO, CCN=C=NCCCN(C)C, CCN(C(C)C)C(C)C, ClCCl, Cl, Cl, O, On1nnc2ccccc21. Product: CCOC(=O)C(CO)NC(=O)C(CCCC1CCCCC1)CC(=O)OC(C)(C)C. RXN SMILES: [C:1]([CH3:2])([CH3:3])([CH3:4])[O:5][C:6]([CH2:7][CH:8]([C:9](=[O:10])[OH:11])[CH2:12][CH2:13][CH2:14][CH:15]1[CH2:16][CH2:17][CH2:18][CH2:19][CH2:20]1)=[O:21].[CH2:34]([CH3:35])[O:36][C:37]([CH:38]([NH2:39])[CH2:40][OH:41])=[O:42].[CH3:53][N:54]([CH3:55])[CH2:56][CH2:57][CH2:58][N:59]=[C:60]=[N:61][CH2:62][CH3:63].[CH:43]([N:44]([CH2:45][CH3:46])[CH:47]([CH3:48])[CH3:49])([CH3:50])[CH3:51].[Cl:64][CH2:65][Cl:66].[ClH:33].[ClH:52].[OH2:22].[OH:23][n:24]1[c:25]2[cH:26][cH:27][cH:28][cH:29][c:30]2[n:31][n:32]1>>[C:1]([CH3:2])([CH3:3])([CH3:4])[O:5][C:6]([CH2:7][CH:8]([C:9](=[O:11])[NH:39][CH:38]([C:37]([O:36][CH2:34][CH3:35])=[O:42])[CH2:40][OH:41])[CH2:12][CH2:13][CH2:14][CH:15]1[CH2:16][CH2:17][CH2:18][CH2:19][CH2:20]1)=[O:21]. The reactants are S(=O)(Cl)Cl (Thionyl chloride), C1(=CC=CC=C1)C1=NOC(=C1)CO ((3-phenyl-5-isoxazolyl)methanol), O (Water). Run in C1(=CC=CC=C1)C (toluene). Conditions: temperature 60 celsius, time 1 hour. Product: ClCC1=CC(=NO1)C1=CC=CC=C1 (5-(chloromethyl)-3-phenylisoxazole). Yield: 86.0%. Reaction SMILES: S(Cl)([Cl:3])=O.[C:5]1([C:11]2[CH:15]=[C:14]([CH2:16]O)[O:13][N:12]=2)[CH:10]=[CH:9][CH:8]=[CH:7][CH:6]=1.O>C1(C)C=CC=CC=1>[Cl:3][CH2:16][C:14]1[O:13][N:12]=[C:11]([C:5]2[CH:10]=[CH:9][CH:8]=[CH:7][CH:6]=2)[CH:15]=1. Procedure details: Thionyl chloride (2.41 ml) was added to a solution of (3-phenyl-5-isoxazolyl)methanol (2.89 g) in toluene (10 ml) and stirred at 60° C. for 1 hour. Water was added to the reaction mixture and extracted with ethyl acetate. The ethyl acetate layer was washed with an aqueous saturated solution of sodium chloride, dried (MgSO4) and concentrated. The remaining crystals were recrystallized from ethyl acetate-hexane to obtain 5-(chloromethyl)-3-phenylisoxazole (2.75 g, yield 86%) as pale-brown crystals... The reactants are [OH-].[K+] (potassium hydroxide), C(C=C)OCCCCCCCCCCI (10-iododecyl allyl ether), COC(=O)C=1C=CC(=CC1)O (methyl p-hydroxybenzoate), C([O-])([O-])=O.[K+].[K+] (potassium carbonate), Cl (hydrochloric acid). Solvent: C(C)O (ethanol). Run at temperature 80 celsius. The product is C(C=C)OCCCCCCCCCCOC1=CC=C(C(=O)O)C=C1 (4-(10-allyloxydecyloxy)benzoic acid). Yield: 79.9%. RXN SMILES: [CH2:1]([O:4][CH2:5][CH2:6][CH2:7][CH2:8][CH2:9][CH2:10][CH2:11][CH2:12][CH2:13][CH2:14]I)[CH:2]=[CH2:3].C[O:17][C:18]([C:20]1[CH:21]=[CH:22][C:23]([OH:26])=[CH:24][CH:25]=1)=[O:19].C(=O)([O-])[O-].[K+].[K+].[OH-].[K+].Cl>C(O)C>[CH2:1]([O:4][CH2:5][CH2:6][CH2:7][CH2:8][CH2:9][CH2:10][CH2:11][CH2:12][CH2:13][CH2:14][O:26][C:23]1[CH:24]=[CH:25][C:20]([C:18]([OH:19])=[O:17])=[CH:21][CH:22]=1)[CH:2]=[CH2:3] |f:2.3.4,5.6|. Procedure: 70 mmol (22.7 g) of 10-iododecyl allyl ether, 70 mmol (10.6 g) of methyl p-hydroxybenzoate, and 70 mmol (9.6 g) of potassium carbonate were refluxed in absolute ethanol for 15 hours. After addition of an aqueous potassium hydroxide solution (containing 4.0 g of potassium hydroxide) into the reaction solution, the resulting mixture was further heated at 80° C. for 5 hours. After conclusion of the reaction, the reaction solution was acidified with hydrochloric acid, and the acidified reaction solu... Starting materials: CC(=O)O, Cc1cc(Nc2ncnc3cccc(OC(C)CN)c23)ccc1O. The product is CC(=O)NCC(C)Oc1cccc2ncnc(Nc3ccc(O)c(C)c3)c12. As a reaction SMILES: [CH3:25][C:26]([OH:27])=[O:28].[NH2:1][CH2:2][CH:3]([O:4][c:5]1[c:6]2[c:7]([NH:15][c:16]3[cH:17][c:18]([CH3:23])[c:19]([OH:22])[cH:20][cH:21]3)[n:8][cH:9][n:10][c:11]2[cH:12][cH:13][cH:14]1)[CH3:24]>>[NH:1]([CH2:2][CH:3]([O:4][c:5]1[c:6]2[c:7]([NH:15][c:16]3[cH:17][c:18]([CH3:23])[c:19]([OH:22])[cH:20][cH:21]3)[n:8][cH:9][n:10][c:11]2[cH:12][cH:13][cH:14]1)[CH3:24])[C:26]([CH3:25])=[O:27].